From a dataset of the Open Reaction Database (ORD), a public repository of structured organic reaction records. describe an organic reaction: reactants, conditions, products, and yield The reactants are S1CCC(CC1)NC(P(OCC)(OCC)=O)P(OCC)(OCC)=O (tetraethyl (tetrahydro-2H-thiopyran-4-yl)aminomethylenebis(phosphonate)). Run in Cl (hydrochloric acid). Product: S1CCC(CC1)NC(P(O)(O)=O)P(O)(O)=O ((tetrahydro-2H-thiopyran-4-yl)aminomethylenebis(phosphonic acid)). Yield: 65.2%. As a reaction SMILES: [S:1]1[CH2:6][CH2:5][CH:4]([NH:7][CH:8]([P:17](=[O:24])([O:21]CC)[O:18]CC)[P:9](=[O:16])([O:13]CC)[O:10]CC)[CH2:3][CH2:2]1>Cl>[S:1]1[CH2:6][CH2:5][CH:4]([NH:7][CH:8]([P:17](=[O:18])([OH:21])[OH:24])[P:9](=[O:10])([OH:16])[OH:13])[CH2:3][CH2:2]1. Procedure: 1.7 g of tetraethyl (tetrahydro-2H-thiopyran-4-yl)aminomethylenebis(phosphonate) was dissolved in 20 ml of concentrated hydrochloric acid and heated under reflux for 2.5 hours. After cooling, the reaction solution was concentrated under reduced pressure to eliminate hydrochloric acid, 30 ml of purified water was added to the residue and then the mixture was again concentrated under reduced pressure. The obtained pale yellow solid was recrystallized from water-methanol to give 0.8 g of (tetrahydr... Starting materials: FC1=CC=C(C=C1)[C@H](C)NC=1SC(C(N1)=O)(C)C1=CC=C(C(=O)Cl)C=C1 (4-(2-((S)-1-(4-fluorophenyl)ethylamino)-5-methyl-4-oxo-4,5-dihydrothiazol-5-yl)benzoyl chloride), N1CCCC1 (pyrrolidine), O (water). Run in C(Cl)Cl (CH2Cl2). Conditions: time 40 minute. Product: FC1=CC=C(C=C1)[C@H](C)NC=1SC(C(N1)=O)(C1=CC=C(C=C1)C(=O)N1CCCC1)C (2-((S)-1-(4-fluorophenyl)ethylamino)-5-methyl-5-(4-(pyrrolidine-1-carbonyl)phenyl)thiazol-4(5H)-one). As a reaction SMILES: [F:1][C:2]1[CH:7]=[CH:6][C:5]([C@@H:8]([NH:10][C:11]2[S:12][C:13]([C:18]3[CH:26]=[CH:25][C:21]([C:22](Cl)=[O:23])=[CH:20][CH:19]=3)([CH3:17])[C:14](=[O:16])[N:15]=2)[CH3:9])=[CH:4][CH:3]=1.[NH:27]1[CH2:31][CH2:30][CH2:29][CH2:28]1.O>C(Cl)Cl>[F:1][C:2]1[CH:7]=[CH:6][C:5]([C@@H:8]([NH:10][C:11]2[S:12][C:13]([CH3:17])([C:18]3[CH:26]=[CH:25][C:21]([C:22]([N:27]4[CH2:31][CH2:30][CH2:29][CH2:28]4)=[O:23])=[CH:20][CH:19]=3)[C:14](=[O:16])[N:15]=2)[CH3:9])=[CH:4][CH:3]=1. Procedure details: To a solution of 4-(2-((S)-1-(4-fluorophenyl)ethylamino)-5-methyl-4-oxo-4,5-dihydrothiazol-5-yl)benzoyl chloride (0.100 g, 0.26 mmol) in CH2Cl2 (1 mL) in a 0° C. bath was added pyrrolidine (Aldrich, 0.063 ml, 0.77 mmol). The mixture was gradually warmed to ambient temp. and stirred for 40 min. The reaction mixture was then added to water (5 mL), and the aqueous layer was extracted with CH2Cl2 three times. The combined organic phases were dried over Na2SO4, and concentrated in vacuo. The crude pr... Yields the product O=Cc1cc([N+](=O)[O-])c(F)cc1Cl. The reactants are O=Cc1ccc(F)cc1Cl, [K+], O=[N+]([O-])[O-], O=S(=O)(O)O. RXN SMILES: [Cl:1][c:2]1[c:3]([CH:4]=[O:5])[cH:6][cH:7][c:8]([F:10])[cH:9]1.[K+:11].[O-:12][N+:13]([O-:14])=[O:15].[S:16](=[O:17])(=[O:18])([OH:19])[OH:20]>>[Cl:1][c:2]1[c:3]([CH:4]=[O:5])[cH:6][c:7]([N+:13](=[O:12])[O-:14])[c:8]([F:10])[cH:9]1. The reactants are C([C@H](O)[C@@H](O)C(=O)O)(=O)O (L-tartaric acid), N1(CCOCC1)C1=CC2=C(C=CC=CN2)C=C1 ((+)-8-morpholinylbenzazepine), O (water). Run in CO (methanol). Reaction conditions: time 10 minute. Product: C(=O)(O)C(O)C(O)C(=O)O.CC1(NCCC(C2=C1C=C(C=C2)N2CCOCC2)C2=CC=CC=C2)C ((+)-4-(1,1-dimethyl-5-phenyl-2,3,4,5-tetrahydro-1H-benzo[c]azepin-8-yl)morpholine, tartrate salt). Yield: 197.1%. Reaction SMILES: [N:1]1([C:7]2[CH:17]=[CH:16][C:10]3[CH:11]=[CH:12][CH:13]=[CH:14]N[C:9]=3[CH:8]=2)[CH2:6][CH2:5][O:4][CH2:3][CH2:2]1.[C:18]([OH:27])(=[O:26])[C@@H:19]([C@H:21]([C:23]([OH:25])=[O:24])[OH:22])[OH:20].O>CO>[C:23]([CH:21]([CH:19]([C:18]([OH:27])=[O:26])[OH:20])[OH:22])([OH:25])=[O:24].[CH3:8][C:7]1([CH3:17])[C:9]2[CH:8]=[C:7]([N:1]3[CH2:6][CH2:5][O:4][CH2:3][CH2:2]3)[CH:17]=[CH:16][C:10]=2[CH:11]([C:12]2[CH:23]=[CH:21][CH:19]=[CH:14][CH:13]=2)[CH2:3][CH2:2][NH:1]1 |f:4.5|. Reported procedure: To a solution of the (+)-8-morpholinylbenzazepine (16 mg, 0.049 mmol) form step H above in methanol (1 mL) was added L-tartaric acid (7.3 mg, 0.049 mmol). After the mixture was stirred at room temperature for 10 minutes, water (20 mL) was added. The resulting solution was lyophilized overnight to give (+)-4-(1,1-dimethyl-5-phenyl-2,3,4,5-tetrahydro-1H-benzo[c]azepin-8-yl)morpholine, tartrate salt (23.5 mg, 99%, AUC HPLC 98.9%) as an white solid: 1H NMR (CD3OD, 500 MHz) δ 7.42-7.24 (m, 5H), 7.07 ... Reactants: CCOC(=O)C(C)(O)c1cnc([N+](=O)[O-])c(OCC)c1, C1CCOC1, CO, CCOC(C)=O, O=C[O-], [NH4+]. Yields the product CCOC(=O)C(C)(O)c1cnc(N)c(OCC)c1. Reaction SMILES: [CH2:1]([CH3:2])[O:3][C:4]([C:5]([CH3:6])([OH:7])[c:8]1[cH:9][n:10][c:11]([N+:17]([O-:18])=[O:19])[c:12]([O:14][CH2:15][CH3:16])[cH:13]1)=[O:20].[CH2:25]1[O:26][CH2:27][CH2:28][CH2:29]1.[CH3:30][OH:31].[CH3:32][CH2:33][O:34][C:35]([CH3:36])=[O:37].[CH:21]([O-:22])=[O:23].[NH4+:24]>>[CH2:1]([CH3:2])[O:3][C:4]([C:5]([CH3:6])([OH:7])[c:8]1[cH:9][n:10][c:11]([NH2:17])[c:12]([O:14][CH2:15][CH3:16])[cH:13]1)=[O:20]. Starting materials: Cl.Cl.ONC(=N)C1=C2CCC(C2=CC=C1)=NN1C(=NCC1)N (1-[4-(N-hydroxyamidino)-2,3-dihydro-1H-inden-1-ylideneamino]-2-amino-4,5-dihydro-imidazole dihydrochloride). Reagents/catalysts: [Ni] (Raney nickel). Run in O (water). Product: Cl.Cl.C(N)(=N)C1=C2CCC(C2=CC=C1)=NN1C(=NCC1)N (1-[4-(Amidino)-2,3-dihydro-1H-inden-1-ylideneamino]-2-amino-4,5-di-hydro-imidazole dihydrochloride), monohydrate. RXN SMILES: [ClH:1].Cl.O[NH:4][C:5]([C:7]1[CH:15]=[CH:14][CH:13]=[C:12]2[C:8]=1[CH2:9][CH2:10][C:11]2=[N:16][N:17]1[CH2:21][CH2:20][N:19]=[C:18]1[NH2:22])=[NH:6]>[Ni].O>[ClH:1].[ClH:1].[C:5]([C:7]1[CH:15]=[CH:14][CH:13]=[C:12]2[C:8]=1[CH2:9][CH2:10][C:11]2=[N:16][N:17]1[CH2:21][CH2:20][N:19]=[C:18]1[NH2:22])(=[NH:4])[NH2:6] |f:0.1.2,5.6.7|. Reported procedure: Analogously to Example 2, approximately 2.0 g of Raney nickel are added to a solution of 4.75 g (0.0138 mol) of 1-[4-(N-hydroxyamidino)-2,3-dihydro-1H-inden-1-ylideneamino]-2-amino-4,5-dihydro-imidazole dihydrochloride in 240 ml of water, and hydrogenation is carried out at room temperature and under normal pressure until the absorption of hydrogen has ceased. The reaction mixture is then filtered, adjusted to pH 4 with a small amount of 2N alcoholic hydrochloric acid and concentrated to dryness... Reactants: CN(C)C=O, CC(NC(=O)c1cc(Cl)ccc1NC(=O)C1CC(O)=NN1c1ncccc1Cl)C1CC1, Cl, [H-], [Na+], Cc1ccc(S(=O)(=O)Cl)cc1. Yields the product Cc1ccc(S(=O)(=O)OC2=NN(c3ncccc3Cl)C(C(=O)Nc3ccc(Cl)cc3C(=O)NC(C)C3CC3)C2)cc1. As a reaction SMILES: [CH3:46][N:47]([CH3:48])[CH:49]=[O:50].[Cl:1][c:2]1[cH:3][c:4]([C:24]([NH:25][CH:26]([CH3:27])[CH:28]2[CH2:29][CH2:30]2)=[O:31])[c:5]([NH:8][C:9](=[O:10])[CH:11]2[CH2:12][C:13]([OH:23])=[N:14][N:15]2[c:16]2[n:17][cH:18][cH:19][cH:20][c:21]2[Cl:22])[cH:6][cH:7]1.[ClH:45].[H-:32].[Na+:33].[c:34]1([CH3:44])[cH:35][cH:36][c:37]([S:40](=[O:41])(=[O:42])[Cl:43])[cH:38][cH:39]1>>[Cl:1][c:2]1[cH:3][c:4]([C:24]([NH:25][CH:26]([CH3:27])[CH:28]2[CH2:29][CH2:30]2)=[O:31])[c:5]([NH:8][C:9](=[O:10])[CH:11]2[CH2:12][C:13]([O:23][S:40]([c:37]3[cH:36][cH:35][c:34]([CH3:44])[cH:39][cH:38]3)(=[O:41])=[O:42])=[N:14][N:15]2[c:16]2[n:17][cH:18][cH:19][cH:20][c:21]2[Cl:22])[cH:6][cH:7]1. Reactants: CN=C=O (methyl isocyanate), FC(/C(/SC)=N/O)(F)F (S-methyl (Z)-2,2,2-trifluoro-N-(hydroxy)thioacetimidate). Product: FC(/C(/SC)=N/OC(NC)=O)(F)F (S-methyl (Z)-2,2,2-trifluoro-N-(methylcarbamoyloxy)thioacetimidate). Isolated yield 95.6%. Reaction SMILES: [CH3:1][N:2]=[C:3]=[O:4].[F:5][C:6]([F:13])([F:12])/[C:7](=[N:10]/[OH:11])/[S:8][CH3:9]>>[F:5][C:6]([F:13])([F:12])/[C:7](=[N:10]/[O:11][C:3](=[O:4])[NH:2][CH3:1])/[S:8][CH3:9]. Procedure details: A mixture of 17.12 g (0.3 mol) of methyl isocyanate and 47.74 g (0.3 mol) of S-methyl (Z)-2,2,2-trifluoro-N-(hydroxy)thioacetimidate was sealed in a glass tube and heated at 100° in a steam bath for 17 hours. The contents of the tube were distilled at reduced pressure to give 62.02 g (96%) of S-methyl (Z)-2,2,2-trifluoro-N-(methylcarbamoyloxy)thioacetimidate as a colorless, viscous liquid: bp 96° (0.6 mm); nD25 1.4638; ir (neat) 5.73μ (C=O); 19F NMR (CFCl3) δ -64.6 ppm (q, J=1.2 Hz); 1H NMR (CFC... Starting materials: ClC1=CC=C(C(=O)NC=2SC=C(N2)CC(=O)O)C=C1 ([2-(4-chloro-benzoylamino)-thiazol-4-yl]-acetic acid), CN1CCC(CC1)N1CCNCC1 (1-(N-methylpiperidin-4-yl)piperazine). The product is ClC1=CC=C(C(=O)NC=2SC=C(N2)CC(=O)N2CCN(CC2)C2CCN(CC2)C)C=C1 (4-chloro-N-(4-{2-[4-(1-methyl-piperidin-4-yl)-piperazin-1-yl]-2-oxo-ethyl}-thiazol-2-yl)-benzamide). As a reaction SMILES: [Cl:1][C:2]1[CH:19]=[CH:18][C:5]([C:6]([NH:8][C:9]2[S:10][CH:11]=[C:12]([CH2:14][C:15]([OH:17])=O)[N:13]=2)=[O:7])=[CH:4][CH:3]=1.[CH3:20][N:21]1[CH2:26][CH2:25][CH:24]([N:27]2[CH2:32][CH2:31][NH:30][CH2:29][CH2:28]2)[CH2:23][CH2:22]1>>[Cl:1][C:2]1[CH:3]=[CH:4][C:5]([C:6]([NH:8][C:9]2[S:10][CH:11]=[C:12]([CH2:14][C:15]([N:30]3[CH2:29][CH2:28][N:27]([CH:24]4[CH2:25][CH2:26][N:21]([CH3:20])[CH2:22][CH2:23]4)[CH2:32][CH2:31]3)=[O:17])[N:13]=2)=[O:7])=[CH:18][CH:19]=1. Reported procedure: In analogy to example 1.3, [2-(4-chloro-benzoylamino)-thiazol-4-yl]-acetic acid (example 1.2) was coupled with 1-(N-methylpiperidin-4-yl)piperazine to give 4-chloro-N-(4-{2-[4-(1-methyl-piperidin-4-yl)-piperazin-1-yl]-2-oxo-ethyl}-thiazol-2-yl)-benzamide, using general procedure C. Off-white solid. MS 462.3 ([M+H]+) The product is CCN(CC)C(=O)c1ccc(N(Cc2ccccc2)C2CCN(C(C)C)CC2)cc1. The reactants are CC(=O)O[BH-](OC(C)=O)OC(C)=O, CCN(CC)C(=O)c1ccc(N(Cc2ccccc2)C2CCNCC2)cc1, CC(C)=O, CC(=O)O, ClCCl, [Na+], [Na+], [OH-]. As a reaction SMILES: [C:36]([O:37][BH-:38]([O:39][C:40](=[O:41])[CH3:42])[O:43][C:44](=[O:45])[CH3:46])(=[O:47])[CH3:48].[CH2:1]([CH3:2])[N:3]([C:4]([c:5]1[cH:6][cH:7][c:8]([N:11]([CH:12]2[CH2:13][CH2:14][NH:15][CH2:16][CH2:17]2)[CH2:18][c:19]2[cH:20][cH:21][cH:22][cH:23][cH:24]2)[cH:9][cH:10]1)=[O:25])[CH2:26][CH3:27].[CH3:28][C:29]([CH3:30])=[O:31].[CH3:32][C:33](=[O:34])[OH:35].[Cl:52][CH2:53][Cl:54].[Na+:49].[Na+:51].[OH-:50]>>[CH2:1]([CH3:2])[N:3]([C:4]([c:5]1[cH:6][cH:7][c:8]([N:11]([CH:12]2[CH2:13][CH2:14][N:15]([CH:29]([CH3:28])[CH3:30])[CH2:16][CH2:17]2)[CH2:18][c:19]2[cH:20][cH:21][cH:22][cH:23][cH:24]2)[cH:9][cH:10]1)=[O:25])[CH2:26][CH3:27].